Dataset: the Open Reaction Database (ORD), a public repository of structured organic reaction records. Task: describe an organic reaction: reactants, conditions, products, and yield Reactants: COC(=O)C1CCN(CCOc2cc(Nc3ncc(Br)cn3)ccc2F)CC1, C1COCCO1, CC1(C)OB(c2ccc(OC(F)F)cc2)OC1(C)C, [K+], [K+], O=C([O-])[O-], c1ccc(P(c2ccccc2)(c2ccccc2)[Pd](P(c2ccccc2)(c2ccccc2)c2ccccc2)(P(c2ccccc2)(c2ccccc2)c2ccccc2)P(c2ccccc2)(c2ccccc2)c2ccccc2)cc1. Yields the product COC(=O)C1CCN(CCOc2cc(Nc3ncc(-c4ccc(OC(F)F)cc4)cn3)ccc2F)CC1. RXN SMILES: [Br:1][c:2]1[cH:3][n:4][c:5]([NH:8][c:9]2[cH:10][cH:11][c:12]([F:28])[c:13]([O:14][CH2:15][CH2:16][N:17]3[CH2:18][CH2:19][CH:20]([C:23](=[O:24])[O:25][CH3:26])[CH2:21][CH2:22]3)[cH:27]2)[n:6][cH:7]1.[CH2:54]1[O:55][CH2:56][CH2:57][O:58][CH2:59]1.[F:29][CH:30]([O:31][c:32]1[cH:33][cH:34][c:35]([B:38]2[O:39][C:40]([CH3:41])([CH3:42])[C:43]([CH3:44])([CH3:45])[O:46]2)[cH:36][cH:37]1)[F:47].[K+:48].[K+:49].[O-:50][C:51]([O-:52])=[O:53].[cH:60]1[cH:61][cH:62][c:63]([P:64]([Pd:65]([P:66]([c:67]2[cH:68][cH:69][cH:70][cH:71][cH:72]2)([c:73]2[cH:74][cH:75][cH:76][cH:77][cH:78]2)[c:79]2[cH:80][cH:81][cH:82][cH:83][cH:84]2)([P:85]([c:86]2[cH:87][cH:88][cH:89][cH:90][cH:91]2)([c:92]2[cH:93][cH:94][cH:95][cH:96][cH:97]2)[c:98]2[cH:99][cH:100][cH:101][cH:102][cH:103]2)[P:104]([c:105]2[cH:106][cH:107][cH:108][cH:109][cH:110]2)([c:111]2[cH:112][cH:113][cH:114][cH:115][cH:116]2)[c:117]2[cH:118][cH:119][cH:120][cH:121][cH:122]2)([c:123]2[cH:124][cH:125][cH:126][cH:127][cH:128]2)[c:129]2[cH:130][cH:131][cH:132][cH:133][cH:134]2)[cH:135][cH:136]1>>[c:2]1(-[c:35]2[cH:34][cH:33][c:32]([O:31][CH:30]([F:29])[F:47])[cH:37][cH:36]2)[cH:3][n:4][c:5]([NH:8][c:9]2[cH:10][cH:11][c:12]([F:28])[c:13]([O:14][CH2:15][CH2:16][N:17]3[CH2:18][CH2:19][CH:20]([C:23](=[O:24])[O:25][CH3:26])[CH2:21][CH2:22]3)[cH:27]2)[n:6][cH:7]1. Starting materials: C1(=CC=CC=C1)S(=O)(=O)N (benzenesulfonamide), NCCC1=CC=C(C=C1)S(=O)(=O)N (4-(β-aminoethyl)-benzenesulfonamide), C1(CCCCC1)N=C=O (cyclohexyl-isocyanate), anhydride, CN1C(C(C(=O)O)=CC=C1)=O (1,2-dihydro-1-methyl-2-oxo-nicotinic acid), C([O-])([O-])=O.[K+].[K+] (potassium carbonate). Run in CC(=O)C (acetone), CC(=O)C (acetone). Reaction conditions: time 8 hour. Yields the product 1,2 -dihydro-1-methyl-2-oxo-nicotinamido, C1(CCCCC1)NC(N)=O (N'-cyclohexyl urea). Reaction SMILES: C1(S([NH2:10])(=O)=O)C=CC=CC=1.NCCC1C=CC(S(N)(=O)=O)=CC=1.CN1C=CC=C(C(O)=O)C1=O.C(=O)([O-])[O-].[K+].[K+].[CH:41]1([N:47]=[C:48]=[O:49])[CH2:46][CH2:45][CH2:44][CH2:43][CH2:42]1>CC(C)=O>[CH:41]1([NH:47][C:48](=[O:49])[NH2:10])[CH2:46][CH2:45][CH2:44][CH2:43][CH2:42]1 |f:3.4.5|. Procedure: 2.9 g of 4-(β-<1,2-dihydro-1-methyl-2-oxo-nicotinamido>-ethyl)-benzenesulfonamide (melting point 235 - 237° C, prepared from 4-(β-aminoethyl)-benzenesulfonamide and the mixed anhydride of 1,2-dihydro-1-methyl-2-oxo-nicotinic acid in dilute acetone) in 100 ml acetone/100 ml dioxane were refluxed for 3 hours while stirring together with 2.5 g of pulverized potassium carbonate. 1.4 g of cyclohexyl-isocyanate were then added and the mixture was stirred for 8 hours at boiling temperature. The solvent... Yield: 76.8%. Yields the product N1(CCNCCC1)CC1=CC=C(C=C1)C(C(F)(F)F)(C(F)(F)F)O (2-(4-((1,4-Diazepan-1-yl)methyl)phenyl)-1,1,1,3,3,3-hexafluoropropan-2-ol). The reactants are FC(C(C(F)(F)F)(O)C1=CC=C(CN2CCN(CCC2)C(=O)OC(C)(C)C)C=C1)(F)F (tert-butyl 4-(4-(1,1,1,3,3,3-hexafluoro-2-hydroxypropan-2-yl)benzyl)-1,4-diazepane-1-carboxylate), FC(C(=O)O)(F)F (trifluoroacetic acid). Reported procedure: A mixture of tert-butyl 4-(4-(1,1,1,3,3,3-hexafluoro-2-hydroxypropan-2-yl)benzyl)-1,4-diazepane-1-carboxylate (15.34 mmol, 7 g), dichloromethane (15 mL) and trifluoroacetic acid (15.00 mL) was stirred for 24 hours. The reaction was purified by SCX chromatography to give the title compound (4.2 g). MS (ESI) m/z 357.1 [M+H]+ As a reaction SMILES: [F:1][C:2]([F:31])([F:30])[C:3]([C:9]1[CH:29]=[CH:28][C:12]([CH2:13][N:14]2[CH2:20][CH2:19][CH2:18][N:17](C(OC(C)(C)C)=O)[CH2:16][CH2:15]2)=[CH:11][CH:10]=1)([OH:8])[C:4]([F:7])([F:6])[F:5].FC(F)(F)C(O)=O>ClCCl>[N:14]1([CH2:13][C:12]2[CH:28]=[CH:29][C:9]([C:3]([OH:8])([C:2]([F:1])([F:30])[F:31])[C:4]([F:6])([F:7])[F:5])=[CH:10][CH:11]=2)[CH2:20][CH2:19][CH2:18][NH:17][CH2:16][CH2:15]1. Solvent: ClCCl (dichloromethane). Conditions: time 24 hour. Reactants: CN(C)C=O, Nc1c(C(=O)O)cccc1[N+](=O)[O-], C1CCOC1, O=S(Cl)Cl. Product: NC(=O)c1cccc([N+](=O)[O-])c1N. Reaction SMILES: [CH3:14][N:15]([CH3:16])[CH:17]=[O:18].[NH2:1][c:2]1[c:3]([C:4](=[O:5])[OH:6])[cH:7][cH:8][cH:9][c:10]1[N+:11](=[O:12])[O-:13].[O:23]1[CH2:24][CH2:25][CH2:26][CH2:27]1.[S:19]([Cl:20])([Cl:21])=[O:22]>>[NH2:1][c:2]1[c:3]([C:4](=[O:5])[NH2:15])[cH:7][cH:8][cH:9][c:10]1[N+:11](=[O:12])[O-:13]. The solvent is CO (methanol). Product: C(=O)(O)CCCCCOC=1C=C(C=2C=CC3=C(C=C(C=4C=CC1C2C43)S(=O)(=O)O)S(=O)(=O)O)S(=O)(=O)O (8-(5-carboxypentoxy)pyrene-1,3,6-trisulfonic acid). RXN SMILES: [Na+].[OH:2][C:3]1[CH:4]=[C:5]([S:27]([O-:30])(=[O:29])=[O:28])[C:6]2[CH:7]=[CH:8][C:9]3[C:18]4[C:17]=2[C:16]=1[CH:15]=[CH:14][C:13]=4[C:12]([S:19]([O-:22])(=[O:21])=[O:20])=[CH:11][C:10]=3[S:23]([O-:26])(=[O:25])=[O:24].[Na+].[Na+].C(N(C(C)C)CC)(C)C.Br[CH2:43][CH2:44][CH2:45][CH2:46][CH2:47][C:48]([O:50]CC)=[O:49]>CO>[C:48]([CH2:47][CH2:46][CH2:45][CH2:44][CH2:43][O:2][C:3]1[CH:4]=[C:5]([S:27]([OH:30])(=[O:29])=[O:28])[C:6]2[CH:7]=[CH:8][C:9]3[C:18]4[C:17]=2[C:16]=1[CH:15]=[CH:14][C:13]=4[C:12]([S:19]([OH:22])(=[O:21])=[O:20])=[CH:11][C:10]=3[S:23]([OH:26])(=[O:24])=[O:25])([OH:50])=[O:49] |f:0.1.2.3|. Reaction conditions: time 8 hour. Procedure: A mixture of 8-hydroxypyrene-1,3,6-trisulfonate sodium salt (2.6 g), diisopropylethylamine (2 g) and ethyl 6-bromohexanoate (7 g) in methanol (150 mL) was refluxed for 24 hours. The solvent was removed by rotary evaporation. The product was purified by HPLC. The isolated ethyl ester was redissolved in methanol (100 mL). About 0.5 g NaOH dissolved in 25 mL water was added. The resulting solution was stirred overnight. The methanol was removed by rotary evaporation. To the remaining aqueous soluti... Reactants: [Na+].OC=1C=C(C=2C=CC3=C(C=C(C=4C=CC1C2C43)S(=O)(=O)[O-])S(=O)(=O)[O-])S(=O)(=O)[O-].[Na+].[Na+] (8-hydroxypyrene-1,3,6-trisulfonate sodium salt), C(C)(C)N(CC)C(C)C (diisopropylethylamine), BrCCCCCC(=O)OCC (ethyl 6-bromohexanoate). The reactants are BrC1=C(C=C(C=C1)F)O (2-bromo-5-fluorophenol), C([O-])([O-])=O.[K+].[K+] (potassium carbonate), S(=O)(=O)(OC)OC (dimethyl sulphate). Solvent: CC(=O)C (acetone). Reaction conditions: temperature 60 celsius, time 2 hour. The product is BrC1=C(C=C(C=C1)F)OC (2-Bromo-5-fluoroanisole). Yield: 100.0%. Reaction SMILES: [Br:1][C:2]1[CH:7]=[CH:6][C:5]([F:8])=[CH:4][C:3]=1[OH:9].[C:10](=O)([O-])[O-].[K+].[K+].S(OC)(OC)(=O)=O>CC(C)=O>[Br:1][C:2]1[CH:7]=[CH:6][C:5]([F:8])=[CH:4][C:3]=1[O:9][CH3:10] |f:1.2.3|. Reported procedure: To a suspension of 2-bromo-5-fluorophenol (20.0 g, 104.7 mmol) and potassium carbonate (21.71 g, 157.1 mmol) in acetone (200 mL) was added dimethyl sulphate (10.90 mL, 115.2 mmol). The resulting suspension was allowed to stir at 60° C. for 2 h before being allowed to cool and then concentrated in vacuo. The residue was dissolved in ether (200 mL) and water (100 mL). The organic phase was washed with aqueous hydrochloric acid (2 N, 50 mL), saturated sodium bicarbonate solution (50 mL) with the re... Reactants: BrCc1ccccc1, COC(=O)c1ccc(O)cc1O, CC(C)=O, [K+], [K+], O=C([O-])[O-]. Yields the product COC(=O)c1ccc(OCc2ccccc2)cc1O. As a reaction SMILES: [Br:19][CH2:20][c:21]1[cH:22][cH:23][cH:24][cH:25][cH:26]1.[CH3:1][O:2][C:3]([c:4]1[c:5]([OH:11])[cH:6][c:7]([OH:10])[cH:8][cH:9]1)=[O:12].[CH3:27][C:28](=[O:29])[CH3:30].[K+:13].[K+:14].[O-:15][C:16]([O-:17])=[O:18]>>[CH3:1][O:2][C:3]([c:4]1[c:5]([OH:11])[cH:6][c:7]([O:10][CH2:20][c:21]2[cH:22][cH:23][cH:24][cH:25][cH:26]2)[cH:8][cH:9]1)=[O:12].